describe an organic reaction: reactants, conditions, products, and yield From a dataset of the Open Reaction Database (ORD), a public repository of structured organic reaction records. The reactants are CN(C)c1ccncc1, CC1(C)C(Oc2ccc(Cl)cc2)C1C(=O)O, CN(C)C=O, OCc1cccc(Oc2ccccc2)c1, O, O=S(Cl)Cl, c1ccccc1. Product: CC1(C)C(Oc2ccc(Cl)cc2)C1C(=O)OCc1cccc(Oc2ccccc2)c1. Reaction SMILES: [CH3:47][N:48]([CH3:49])[c:50]1[cH:51][cH:52][n:53][cH:54][cH:55]1.[Cl:1][c:2]1[cH:3][cH:4][c:5]([O:6][CH:7]2[C:8]([CH3:13])([CH3:14])[CH:9]2[C:10](=[O:11])[OH:12])[cH:15][cH:16]1.[O:21]=[CH:22][N:23]([CH3:24])[CH3:25].[O:26]([c:27]1[cH:28][cH:29][cH:30][cH:31][cH:32]1)[c:33]1[cH:34][c:35]([CH2:36][OH:37])[cH:38][cH:39][cH:40]1.[OH2:56].[S:17]([Cl:18])([Cl:19])=[O:20].[cH:41]1[cH:42][cH:43][cH:44][cH:45][cH:46]1>>[Cl:1][c:2]1[cH:3][cH:4][c:5]([O:6][CH:7]2[C:8]([CH3:13])([CH3:14])[CH:9]2[C:10](=[O:11])[O:12][CH2:36][c:35]2[cH:34][c:33]([O:26][c:27]3[cH:28][cH:29][cH:30][cH:31][cH:32]3)[cH:40][cH:39][cH:38]2)[cH:15][cH:16]1. Starting materials: Cc1cccc(C)c1CCl, CC(C)=O, [I-], [Na+], [Na+], [Na+], O=C([O-])[O-], Cc1nc2c(O)cccn2c1CO. The product is Cc1cccc(C)c1COc1cccn2c(CO)c(C)nc12. Reaction SMILES: [CH3:22][c:23]1[c:24]([CH2:25][Cl:26])[c:27]([CH3:31])[cH:28][cH:29][cH:30]1.[CH3:32][C:33](=[O:34])[CH3:35].[I-:21].[Na+:14].[Na+:15].[Na+:20].[O-:16][C:17](=[O:18])[O-:19].[OH:1][c:2]1[c:3]2[n:4]([cH:5][cH:6][cH:7]1)[c:8]([CH2:12][OH:13])[c:9]([CH3:11])[n:10]2>>[O:1]([c:2]1[c:3]2[n:4]([cH:5][cH:6][cH:7]1)[c:8]([CH2:12][OH:13])[c:9]([CH3:11])[n:10]2)[CH2:25][c:24]1[c:23]([CH3:22])[cH:30][cH:29][cH:28][c:27]1[CH3:31]. Starting materials: K-tert.-butylate, [H-].[Na+] (NaH), BrC1=CC=C(OCCO)C=C1 (2-(4-bromo-phenoxy)-ethanol), ClC1=C(C(=NC=N1)NS(=O)(=O)CCC1=CC=CC=C1)C1=CC=C(C=C1)C (2-phenyl-ethanesulfonic acid (6-chloro-5-p-tolyl-pyrimidin-4-yl)-amide), K-tert.-butylate. Solvent: COCCOC (DME). Conditions: temperature 70 celsius, time 16 hour. Yields the product BrC1=CC=C(OCCOC2=C(C(=NC=N2)NS(=O)(=O)CCC2=CC=CC=C2)C2=CC=C(C=C2)C)C=C1 (2-phenyl-ethanesulfonic acid {6-[2-(4-bromo-phenoxy)-ethoxy]-5-p-tolyl-pyrimidin-4-yl}-amide). The yield is 86.7%. Reaction SMILES: [H-].[Na+].[Br:3][C:4]1[CH:13]=[CH:12][C:7]([O:8][CH2:9][CH2:10][OH:11])=[CH:6][CH:5]=1.Cl[C:15]1[N:20]=[CH:19][N:18]=[C:17]([NH:21][S:22]([CH2:25][CH2:26][C:27]2[CH:32]=[CH:31][CH:30]=[CH:29][CH:28]=2)(=[O:24])=[O:23])[C:16]=1[C:33]1[CH:38]=[CH:37][C:36]([CH3:39])=[CH:35][CH:34]=1>COCCOC>[Br:3][C:4]1[CH:13]=[CH:12][C:7]([O:8][CH2:9][CH2:10][O:11][C:15]2[N:20]=[CH:19][N:18]=[C:17]([NH:21][S:22]([CH2:25][CH2:26][C:27]3[CH:32]=[CH:31][CH:30]=[CH:29][CH:28]=3)(=[O:23])=[O:24])[C:16]=2[C:33]2[CH:34]=[CH:35][C:36]([CH3:39])=[CH:37][CH:38]=2)=[CH:6][CH:5]=1 |f:0.1|. Reported procedure: To a suspension of NaH (17 mg, 60% in mineral oil) in DME (5 ml) was added 2-(4-bromo-phenoxy)-ethanol (111 mg). The mixture was stirred at 50° C. for 1 h before 2-phenyl-ethanesulfonic acid (6-chloro-5-p-tolyl-pyrimidin-4-yl)-amide (100 mg, Referential Example 1f) and K-tert.-butylate (25 mg) was added. The mixture was stirred at 70° C. for 16 h. A further portion of K-tert.-butylate (50 mg) was added and stirring was continued at 70° C. for 12 h and at rt for 72 h. The solvent was evaporated. ... Reactants: C(#N)P(OCC)([O-])=O (ethyl cyanophosphonate), Br.BrCCN (2-bromoethylamine hydrobromide), N1(CCCC1)C(=O)N1CC=2N(C3=CC=CC=C13)C=NC2C(=O)O (4,5-dihydro-5-[(pyrrolidino)carbonyl]imidazo[1,5-a]quinoxaline-3-carboxylic acid), ClCCl (dichloromethane). Run in C(C)N(CC)CC (triethylamine). Run at time 40 minute. Product: O1C(=NCC1)C=1N=CN2C1CN(C1=CC=CC=C21)C(=O)N2CCCC2 (4,5-Dihydro-3-(oxazolin-2-yl)-5-[(pyrrolidino)carbonyl]imidazo[1,5-a]quinoxaline). As a reaction SMILES: [N:1]1([C:6]([N:8]2[C:17]3[C:12](=[CH:13][CH:14]=[CH:15][CH:16]=3)[N:11]3[CH:18]=[N:19][C:20]([C:21]([OH:23])=O)=[C:10]3[CH2:9]2)=[O:7])[CH2:5][CH2:4][CH2:3][CH2:2]1.ClCCl.C(P(=O)([O-])OCC)#N.Br.Br[CH2:37][CH2:38][NH2:39]>C(N(CC)CC)C>[O:23]1[CH2:37][CH2:38][N:39]=[C:21]1[C:20]1[N:19]=[CH:18][N:11]2[C:12]3[C:17](=[CH:16][CH:15]=[CH:14][CH:13]=3)[N:8]([C:6]([N:1]3[CH2:2][CH2:3][CH2:4][CH2:5]3)=[O:7])[CH2:9][C:10]=12 |f:3.4|. Procedure details: To a mixture of 4,5-dihydro-5-[(pyrrolidino)carbonyl]imidazo[1,5-a]quinoxaline-3-carboxylic acid (I, EXAMPLE 322, 1.03 g) and 25 ml of dichloromethane cooled at 0° in an ice bath are added 1.15 ml of triethylamine and 0.650 ml) of ethyl cyanophosphonate, followed immediately by 0.811 g of 2-bromoethylamine hydrobromide. The ice bath is then removed and the reaction is stirred for 40 min. Aqueous sodium bicarbonate is then added. The mixture is stirred for 10 min and then partitioned with dichlor... RXN SMILES: [CH3:22][CH2:23][O:24][C:25]([CH3:26])=[O:27].[CH3:28][N:29]1[CH2:30][CH2:31][CH2:32][C:33]1=[O:34].[CH3:35][c:36]1[cH:37][cH:38][cH:39][cH:40][cH:41]1.[Cl:13][c:14]1[cH:15][n:16][cH:17][c:18]([Cl:20])[cH:19]1.[K+:2].[OH-:1].[OH2:21].[OH:3][c:4]1[cH:5][cH:6][cH:7][c:8]([N+:10]([O-:11])=[O:12])[cH:9]1>>[O:3]([c:4]1[cH:5][cH:6][cH:7][c:8]([N+:10]([O-:11])=[O:12])[cH:9]1)[c:18]1[cH:17][n:16][cH:15][c:14]([Cl:13])[cH:19]1. Starting materials: CCOC(C)=O, CN1CCCC1=O, Cc1ccccc1, Clc1cncc(Cl)c1, [K+], [OH-], O, O=[N+]([O-])c1cccc(O)c1. The product is O=[N+]([O-])c1cccc(Oc2cncc(Cl)c2)c1.